describe an organic reaction: reactants, conditions, products, and yield From a dataset of the Open Reaction Database (ORD), a public repository of structured organic reaction records. The product is CC(C)(C)OC(=O)NC1CCCCC=CCSC2(c3ccc(-c4ccccc4)cc3)CC(C(=O)O)N(C2)C1=O. The reactants are C1CCOC1, CO, [Li+], [OH-], O, O, COC(=O)C1CC2(c3ccc(-c4ccccc4)cc3)CN1C(=O)C(NC(=O)OC(C)(C)C)CCCCC=CCS2. Reaction SMILES: [CH2:44]1[O:45][CH2:46][CH2:47][CH2:48]1.[CH3:49][OH:50].[Li+:43].[OH-:42].[OH2:41].[OH2:51].[c:1]1(-[c:35]2[cH:36][cH:37][cH:38][cH:39][cH:40]2)[cH:2][cH:3][c:4]([C:7]23[S:8][CH2:9][CH:10]=[CH:11][CH2:12][CH2:13][CH2:14][CH2:15][CH:16]([NH:27][C:28](=[O:29])[O:30][C:31]([CH3:32])([CH3:33])[CH3:34])[C:17](=[O:26])[N:18]([CH:19]([C:21](=[O:22])[O:23][CH3:24])[CH2:20]2)[CH2:25]3)[cH:5][cH:6]1>>[c:1]1(-[c:35]2[cH:36][cH:37][cH:38][cH:39][cH:40]2)[cH:2][cH:3][c:4]([C:7]23[S:8][CH2:9][CH:10]=[CH:11][CH2:12][CH2:13][CH2:14][CH2:15][CH:16]([NH:27][C:28](=[O:29])[O:30][C:31]([CH3:32])([CH3:33])[CH3:34])[C:17](=[O:26])[N:18]([CH:19]([C:21](=[O:22])[OH:23])[CH2:20]2)[CH2:25]3)[cH:5][cH:6]1. Conditions: time 22 hour. Solvent: CS(C)=O (DMSO), O (water), CS(C)=O (DMSO), CS(C)=O (DMSO), CS(C)=O (DMSO). Reagents/catalysts: CCN=P(N=P(N(C)C)(N(C)C)N(C)C)(N(C)C)N(C)C (P2-Et), CC(C)c1cc(C(C)C)c(-c2ccccc2[PH](C(C)(C)C)(C(C)(C)C)[Pd]2(OS(C)(=O)=O)Nc3ccccc3-c3ccccc32)c(C(C)C)c1 (tBuXphos G3). Reactants: CN1C(=O)C[C@](C)(N/C/1=N/C(=O)OC(C)(C)C)c2sccc2Cl, CN(C)c1ccc(cc1)B2OC(C)(C)C(C)(C)O2. Product: CN(C)c1ccc(cc1)c2ccsc2[C@]3(C)CC(=O)N(C)\C(=N/C(=O)OC(C)(C)C)\N3, CN1C(=O)C[C@](C)(N/C/1=N/C(=O)OC(C)(C)C)c2sccc2Cl, c1ccc(-c2ccccc2)cc1. Reactants: S(=O)(=O)(N)N (Sulfamide), O1CC(C1)N (oxetan-3-amine). Run in O (H2O). Run at temperature 70 celsius, time 16 hour. Yields the product S(N)(=O)(=O)NC1COC1 (3-(Sulfamoylamino)oxetane). As a reaction SMILES: [S:1]([NH2:5])([NH2:4])(=[O:3])=[O:2].[O:6]1[CH2:9][CH:8](N)[CH2:7]1>O>[S:1]([NH:5][CH:8]1[CH2:9][O:6][CH2:7]1)(=[O:3])(=[O:2])[NH2:4]. Procedure: Sulfamide (15.6 mmol) was dissolved in H2O (8 mL), added oxetan-3-amine (6.85 mmol) and stirred at 70° C. for 16 h and then at 100° C. for another 16 h. The obtained reaction mixture was cooled to rt and freezedried affording the title compound as white solid. Used without further purification.